Dataset: the Open Reaction Database (ORD), a public repository of structured organic reaction records. Task: describe an organic reaction: reactants, conditions, products, and yield Reactants: O=C([O-])[O-], CN(C)CCN, CC#N, O=C1Nc2ccccc2C12CC2c1ccc(Cl)cc1, [Cu]I, Ic1cn(C(c2ccccc2)(c2ccccc2)c2ccccc2)cn1, [K+], [K+]. RXN SMILES: [C:45](=[O:46])([O-:47])[O-:48].[CH3:51][N:52]([CH3:53])[CH2:54][CH2:55][NH2:56].[CH3:57][C:58]#[N:59].[Cl:26][c:27]1[cH:28][cH:29][c:30]([CH:33]2[C:34]3([CH2:35]2)[C:36](=[O:44])[NH:37][c:38]2[cH:39][cH:40][cH:41][cH:42][c:43]23)[cH:31][cH:32]1.[Cu:60][I:61].[I:1][c:2]1[n:3][cH:4][n:5]([C:7]([c:8]2[cH:9][cH:10][cH:11][cH:12][cH:13]2)([c:14]2[cH:15][cH:16][cH:17][cH:18][cH:19]2)[c:20]2[cH:21][cH:22][cH:23][cH:24][cH:25]2)[cH:6]1.[K+:49].[K+:50]>>[c:2]1([N:37]2[C:36](=[O:44])[C:34]3([CH:33]([c:30]4[cH:29][cH:28][c:27]([Cl:26])[cH:32][cH:31]4)[CH2:35]3)[c:43]3[c:38]2[cH:39][cH:40][cH:41][cH:42]3)[n:3][cH:4][n:5]([C:7]([c:8]2[cH:9][cH:10][cH:11][cH:12][cH:13]2)([c:14]2[cH:15][cH:16][cH:17][cH:18][cH:19]2)[c:20]2[cH:21][cH:22][cH:23][cH:24][cH:25]2)[cH:6]1. Yields the product O=C1N(c2cn(C(c3ccccc3)(c3ccccc3)c3ccccc3)cn2)c2ccccc2C12CC2c1ccc(Cl)cc1. The reactants are [N+](=O)([O-])C1=C(C=CC=C1)S (2-nitrothiophenol), C(O)N1C(CCC1)=O (N-methylol-2-pyrrolidone), NC1=CC=CC=C1 (aniline). Yields the product C(CCC)SC1=C(N)C=CC=C1 (2-Butylmercaptoaniline), desired product. RXN SMILES: [N+:1]([C:4]1[CH:9]=[CH:8][CH:7]=[CH:6][C:5]=1[SH:10])([O-])=O.N[C:12]1[CH:17]=CC=[CH:14][CH:13]=1.C(N1CCCC1=O)O>>[CH2:17]([S:10][C:5]1[CH:6]=[CH:7][CH:8]=[CH:9][C:4]=1[NH2:1])[CH2:12][CH2:13][CH3:14]. Procedure details: 2-Butylmercaptoaniline was prepared from -2-nitrothiophenol by a two-step reaction sequence consisting of alkylation followed by reduction corresponding to the procedure described in Example 4. The aniline then was condensed with N-methylol-2-pyrrolidone to yield the desired product. Starting materials: ClC(Cl)(Cl)Cl, CCSC1C(C(C)O)C(=O)N1C(C(=S)OCc1ccc([N+](=O)[O-])cc1)=C(Oc1ccc(C(=O)Sc2ccccc2)cc1)C(=O)C(C)(C)C, ClC(Cl)Cl, Cl. Product: CC(O)C1C(=O)N(C(C(=S)OCc2ccc([N+](=O)[O-])cc2)=C(Oc2ccc(C(=O)Sc3ccccc3)cc2)C(=O)C(C)(C)C)C1Cl. Reaction SMILES: [C:54]([Cl:55])([Cl:56])([Cl:57])[Cl:58].[CH2:1]([S:2][CH:4]1[CH:5]([CH:46]([CH3:47])[OH:48])[C:6](=[O:45])[N:7]1[C:8]([C:9](=[S:10])[O:11][CH2:12][c:13]1[cH:14][cH:15][c:16]([N+:19](=[O:20])[O-:21])[cH:17][cH:18]1)=[C:22]([C:23]([C:24]([CH3:25])([CH3:26])[CH3:27])=[O:28])[O:29][c:30]1[cH:31][cH:32][c:33]([C:36](=[O:37])[S:38][c:39]2[cH:40][cH:41][cH:42][cH:43][cH:44]2)[cH:34][cH:35]1)[CH3:3].[CH:50]([Cl:51])([Cl:52])[Cl:53].[Cl:49]>>[CH:4]1([Cl:51])[CH:5]([CH:46]([CH3:47])[OH:48])[C:6](=[O:45])[N:7]1[C:8]([C:9](=[S:10])[O:11][CH2:12][c:13]1[cH:14][cH:15][c:16]([N+:19](=[O:20])[O-:21])[cH:17][cH:18]1)=[C:22]([C:23]([C:24]([CH3:25])([CH3:26])[CH3:27])=[O:28])[O:29][c:30]1[cH:31][cH:32][c:33]([C:36](=[O:37])[S:38][c:39]2[cH:40][cH:41][cH:42][cH:43][cH:44]2)[cH:34][cH:35]1. Starting materials: CC(C)(C)O, O=C1OC(=O)C2CC12. Yields the product CC(C)(C)OC(=O)C1CC1C(=O)O. RXN SMILES: [CH3:9][C:10]([CH3:11])([CH3:12])[OH:13].[CH:1]12[C:2](=[O:8])[O:3][C:4](=[O:7])[CH:5]1[CH2:6]2>>[CH:1]1([C:2](=[O:3])[OH:8])[CH:5]([C:4](=[O:7])[O:13][C:10]([CH3:9])([CH3:11])[CH3:12])[CH2:6]1. Starting materials: O=[N+]([O-])c1ccccc1Br, Cc1ccc([Sn](C)(C)C)cc1. The product is Cc1ccc(-c2ccccc2[N+](=O)[O-])cc1. RXN SMILES: [Br:12][c:13]1[c:14]([N+:19](=[O:20])[O-:21])[cH:15][cH:16][cH:17][cH:18]1.[CH3:1][c:2]1[cH:3][cH:4][c:5]([Sn:8]([CH3:9])([CH3:10])[CH3:11])[cH:6][cH:7]1>>[CH3:1][c:2]1[cH:3][cH:4][c:5](-[c:13]2[c:14]([N+:19](=[O:20])[O-:21])[cH:15][cH:16][cH:17][cH:18]2)[cH:6][cH:7]1. Reactants: [N+](=O)([O-])N=NCNCCC[C@@H](C(NC=1SC=CN1)=O)NC([C@@H]([C@H](CCC)N(OC1OCCCC1)C=O)CC1CCCCC1)=O ((2R,3S)-3-(Formyl-2-tetrahydropyranyloxyamino)-2-(cyclohexylmethyl)hexanoic acid [(1S)-4-(nitroimino-amino)methylamino-1-(1,3-thiazol-2-ylcarbamoyl)-1-butyl]amide). The solvent is C(C)(=O)O (acetic acid). Run at temperature 40 celsius. Product: [N+](=O)([O-])N=NCNCCC[C@@H](C(NC=1SC=CN1)=O)NC([C@@H]([C@H](CCC)N(O)C=O)CC1CCCCC1)=O ((2R,3S)-3-(formyl-hydroxyamino)-2-(cyclohexylmethyl)hexanoic acid [(1S)-4-(nitroimino-amino)methylamino-1-(1,3-thiazol-2-ylcarbamoyl)-1-butyl]amide). The yield is 81.1%. Reaction SMILES: [N+:1]([N:4]=[N:5][CH2:6][NH:7][CH2:8][CH2:9][CH2:10][C@H:11]([NH:20][C:21](=[O:44])[C@H:22]([CH2:37][CH:38]1[CH2:43][CH2:42][CH2:41][CH2:40][CH2:39]1)[C@@H:23]([N:27]([CH:35]=[O:36])[O:28]C1CCCCO1)[CH2:24][CH2:25][CH3:26])[C:12](=[O:19])[NH:13][C:14]1[S:15][CH:16]=[CH:17][N:18]=1)([O-:3])=[O:2]>C(O)(=O)C>[N+:1]([N:4]=[N:5][CH2:6][NH:7][CH2:8][CH2:9][CH2:10][C@H:11]([NH:20][C:21](=[O:44])[C@H:22]([CH2:37][CH:38]1[CH2:43][CH2:42][CH2:41][CH2:40][CH2:39]1)[C@@H:23]([N:27]([CH:35]=[O:36])[OH:28])[CH2:24][CH2:25][CH3:26])[C:12](=[O:19])[NH:13][C:14]1[S:15][CH:16]=[CH:17][N:18]=1)([O-:3])=[O:2]. Reported procedure: (2R,3S)-3-(Formyl-2-tetrahydropyranyloxyamino)-2-(cyclohexylmethyl)hexanoic acid [(1S)-4-(nitroimino-amino)methylamino-1-(1,3-thiazol-2-ylcarbamoyl)-1-butyl]amide (115 mg, 0.180 mmol) is dissolved in 2 mL of 80% acetic acid and heated at 40° C. for 20 h. Concentration in vacuo and trituration with dichloromethane—ether provided 81 mg of (2R,3S)-3-(formyl-hydroxyamino)-2-(cyclohexylmethyl)hexanoic acid [(1S)-4-(nitroimino-amino)methylamino-1-(1,3-thiazol-2-ylcarbamoyl)-1-butyl]amide as a solid. The reactants are CC(=O)SCC(C(=O)O)C1CCc2ccccc21, CC(N)C(=O)OCc1ccccc1. Yields the product CC(=O)SCC(C(=O)NC(C)C(=O)OCc1ccccc1)C1CCc2ccccc21. As a reaction SMILES: [C:1]([CH3:2])(=[O:3])[S:4][CH2:5][CH:6]([C:7](=[O:8])[OH:9])[CH:10]1[CH2:11][CH2:12][c:13]2[cH:14][cH:15][cH:16][cH:17][c:18]21.[CH2:19]([c:20]1[cH:21][cH:22][cH:23][cH:24][cH:25]1)[O:26][C:27]([CH:28]([NH2:29])[CH3:30])=[O:31]>>[C:1]([CH3:2])(=[O:3])[S:4][CH2:5][CH:6]([C:7](=[O:9])[NH:29][CH:28]([C:27]([O:26][CH2:19][c:20]1[cH:21][cH:22][cH:23][cH:24][cH:25]1)=[O:31])[CH3:30])[CH:10]1[CH2:11][CH2:12][c:13]2[cH:14][cH:15][cH:16][cH:17][c:18]21. Starting materials: CC(C)(C)[Si](C)(C)c1c(F)cnc(F)c1F, C1CCOC1, [Li]CCCC, CC(C)NC(C)C, CON(C)C(=O)c1cccnc1F. Yields the product CC(C)(C)[Si](C)(C)c1c(F)c(F)nc(C(=O)c2cccnc2F)c1F. Reaction SMILES: [C:13]([CH3:14])([CH3:15])([CH3:16])[Si:17]([c:18]1[c:19]([F:26])[c:20]([F:25])[n:21][cH:22][c:23]1[F:24])([CH3:27])[CH3:28].[CH2:42]1[O:43][CH2:44][CH2:45][CH2:46]1.[CH3:8][CH2:9][CH2:10][CH2:11][Li:12].[CH:1]([NH:2][CH:3]([CH3:4])[CH3:5])([CH3:6])[CH3:7].[F:29][c:30]1[n:31][cH:32][cH:33][cH:34][c:35]1[C:36](=[O:37])[N:38]([O:39][CH3:40])[CH3:41]>>[C:13]([CH3:14])([CH3:15])([CH3:16])[Si:17]([c:18]1[c:19]([F:26])[c:20]([F:25])[n:21][c:22]([C:36]([c:35]2[c:30]([F:29])[n:31][cH:32][cH:33][cH:34]2)=[O:37])[c:23]1[F:24])([CH3:27])[CH3:28].